This data is from the Open Reaction Database (ORD), a public repository of structured organic reaction records. The task is: describe an organic reaction: reactants, conditions, products, and yield Starting materials: CC(C)(O)Cn1ccc(NC(=O)C(CC2CCOCC2)NC(=O)OC(C)(C)C)n1, CO, Cl. Yields the product Cl, CC(C)(O)Cn1ccc(NC(=O)C(N)CC2CCOCC2)n1. Reaction SMILES: [C:1]([O:2][C:3](=[O:4])[NH:7][CH:8]([CH2:9][CH:10]1[CH2:11][CH2:12][O:13][CH2:14][CH2:15]1)[C:16]([NH:17][c:18]1[n:19][n:20]([CH2:23][C:24]([CH3:25])([CH3:26])[OH:27])[cH:21][cH:22]1)=[O:28])([CH3:5])([CH3:6])[CH3:29].[CH3:31][OH:32].[ClH:30]>>[ClH:30].[NH2:7][CH:8]([CH2:9][CH:10]1[CH2:11][CH2:12][O:13][CH2:14][CH2:15]1)[C:16]([NH:17][c:18]1[n:19][n:20]([CH2:23][C:24]([CH3:25])([CH3:26])[OH:27])[cH:21][cH:22]1)=[O:28]. Reactants: C(C)OC(=O)C=1N=C(N(C1C=COC)C1=C(C=CC=C1)Cl)C1=CC=C(C=C1)Cl (2-(4-chloro-phenyl)-1-(2-chloro-phenyl)-5-(2-methoxy-vinyl)-1H-imidazole-4-carboxylic acid ethyl ester), OS(=O)(=O)O (H2SO4), C(=O)([O-])[O-].[K+].[K+] (K2CO3). Run in C1CCOC1.O (THF H2O). The product is C(C)OC(=O)C=1N=C(N(C1CC=O)C1=C(C=CC=C1)Cl)C1=CC=C(C=C1)Cl (2-(4-Chloro-phenyl)-1-(2-chloro-phenyl)-5-(2-oxo-ethyl)-1H-imidazole-4-carboxylic acid ethyl ester). RXN SMILES: [CH2:1]([O:3][C:4]([C:6]1[N:7]=[C:8]([C:22]2[CH:27]=[CH:26][C:25]([Cl:28])=[CH:24][CH:23]=2)[N:9]([C:15]2[CH:20]=[CH:19][CH:18]=[CH:17][C:16]=2[Cl:21])[C:10]=1[CH:11]=[CH:12][O:13]C)=[O:5])[CH3:2].OS(O)(=O)=O.C([O-])([O-])=O.[K+].[K+]>C1COCC1.O>[CH2:1]([O:3][C:4]([C:6]1[N:7]=[C:8]([C:22]2[CH:23]=[CH:24][C:25]([Cl:28])=[CH:26][CH:27]=2)[N:9]([C:15]2[CH:20]=[CH:19][CH:18]=[CH:17][C:16]=2[Cl:21])[C:10]=1[CH2:11][CH:12]=[O:13])=[O:5])[CH3:2] |f:2.3.4,5.6|. Reported procedure: A solution of 2-(4-chloro-phenyl)-1-(2-chloro-phenyl)-5-(2-methoxy-vinyl)-1H-imidazole-4-carboxylic acid ethyl ester I-5g (275 mg, 0.659 mmol) and H2SO4 (200 μl) in 5:1 THF/H2O (18 ml) was heated at 70° C. for 3 hours. The reaction mixture was cooled to room temperature and treated with 1M K2CO3 until the pH of the reaction mixture was ˜6. The aqueous solution was extracted with CH2Cl2 and the combined organic extracts were washed with sat'd aq. NaCl, dried, and concentrated in vacuo to give a m... Reactants: C(Cl)(Cl)Cl (CHCl3), C1(O)=CC=C(O)C=C1 (Hydroquinone), BrCCCCCCCC (1-Bromooctane), [OH-].[K+] (KOH). Solvent: O (H2O), C(C)O (ethanol). The product is C(CCCCCCC)OC1=CC=C(C=C1)OCCCCCCCC (1,4-Di-n-octyloxybenzene). RXN SMILES: [C:1]1([CH:8]=[CH:7][C:5]([OH:6])=[CH:4][CH:3]=1)[OH:2].[OH-].[K+].Br[CH2:12][CH2:13][CH2:14][CH2:15][CH2:16][CH2:17][CH2:18][CH3:19].C(Cl)(Cl)Cl>C(O)C.O>[CH2:12]([O:2][C:1]1[CH:8]=[CH:7][C:5]([O:6][CH2:12][CH2:13][CH2:14][CH2:15][CH2:16][CH2:17][CH2:18][CH3:19])=[CH:4][CH:3]=1)[CH2:13][CH2:14][CH2:15][CH2:16][CH2:17][CH2:18][CH3:19] |f:1.2|. Reported procedure: Hydroquinone (10.00 g, 9.08×10−2 mol) was dissolved in 100 ml of ethanol. After addition of KOH (10.79 g, 0.192 mol), the solution was stirred under reflux for 20 min. 1-Bromooctane (33.0 ml, 0.191 mol) was added dropwise to the light brown solution over 1 h, followed by stirring under reflux for 3 h. After cooling, CHCl3 and H2O were added to the reaction mixture and the organic layer was collected. The aqueous layer was further washed with CHCl3. The combined organic layers were washed with aq... Reactants: COC1=CC=C2CC(C(C(C2=C1)(C)C)=O)SC (7-methoxy-1,1-dimethyl-3-methylsulfanyl-3,4-dihydro-1H-naphthalen-2-one), Cl.ON (hydroxyamine hydrochloride), O (water). Solvent: N1=CC=CC=C1 (pyridine). Run at temperature 85 celsius, time 8 hour. The product is COC1=CC=C2CC(C(C(C2=C1)(C)C)=NO)SC (7-Methoxy-1,1-dimethyl-3-methylsulfanyl-3,4-dihydro-1H-naphthalen-2-one oxime). Isolated yield 63.5%. Reaction SMILES: [CH3:1][O:2][C:3]1[CH:12]=[C:11]2[C:6]([CH2:7][CH:8]([S:16][CH3:17])[C:9](=O)[C:10]2([CH3:14])[CH3:13])=[CH:5][CH:4]=1.Cl.[OH:19][NH2:20].O>N1C=CC=CC=1>[CH3:1][O:2][C:3]1[CH:12]=[C:11]2[C:6]([CH2:7][CH:8]([S:16][CH3:17])[C:9](=[N:20][OH:19])[C:10]2([CH3:14])[CH3:13])=[CH:5][CH:4]=1 |f:1.2|. Procedure details: To a solution of 7-methoxy-1,1-dimethyl-3-methylsulfanyl-3,4-dihydro-1H-naphthalen-2-one (0.265 g, 1.05 mmol) in pyridine (5 ml) was added hydroxyamine hydrochloride (1.09 g, 15.7 mmol). The mixture was stirred under nitrogen at 85° C. overnight. The solution was cooled to room temperature, poured into water, extracted with ethylacetate, washed with 10% KHSO4 aqueous solution, brine, dried over MgSO4, filtered. The filtrate was evaporated under vacuo. The crude product was purified by flash colu... Starting materials: ClC=1C=CN2C(C(=CC(=C2C1C)C1CC1)C(=O)OC)=O (methyl 8-chloro-1-cyclopropyl-9-methyl-4-oxo-4H-quinolizine-3-carboxylate), NC=1C=C(C=C(C1)F)B(O)O (3-amino-5-fluoro-phenyl-boronic acid). The product is Methyl 8-(3-amino-5-fluoro-phenyl)-1-cyclopropyl-9-methyl-4-oxo-4H-quinolizine-carboxylate, NC=1C=C(C=C(C1)F)C=1C=CN2C(C(=CC(=C2C1C)C1CC1)C(=O)OC)=O (methyl 8-(3-amino-5-fluoro-phenyl)-1-cyclopropyl-9-methyl-4-oxo-4H-quinolizine-3-carboxylate). Isolated yield 86.7%. RXN SMILES: Cl[C:2]1[CH:3]=[CH:4][N:5]2[C:10]([C:11]=1[CH3:12])=[C:9]([CH:13]1[CH2:15][CH2:14]1)[CH:8]=[C:7]([C:16]([O:18][CH3:19])=[O:17])[C:6]2=[O:20].[NH2:21][C:22]1[CH:23]=[C:24](B(O)O)[CH:25]=[C:26]([F:28])[CH:27]=1>>[NH2:21][C:22]1[CH:23]=[C:24]([C:2]2[CH:3]=[CH:4][N:5]3[C:10]([C:11]=2[CH3:12])=[C:9]([CH:13]2[CH2:15][CH2:14]2)[CH:8]=[C:7]([C:16]([O:18][CH3:19])=[O:17])[C:6]3=[O:20])[CH:25]=[C:26]([F:28])[CH:27]=1. Reported procedure: Methyl 8-(3-amino-5-fluoro-phenyl)-1-cyclopropyl-9-methyl-4-oxo-4H-quinolizine-carboxylate was prepared according to General Procedure A from methyl 8-chloro-1-cyclopropyl-9-methyl-4-oxo-4H-quinolizine-3-carboxylate (100 mg, 0.34 mmol) and 3-amino-5-fluoro-phenyl-boronic acid (80 mg, 0.51 mmol). Purification by flash silica column chromatography (DCM:MeOH) (1:0 to 94:6) afforded the title compound as a yellow solid (108 mg, 81%). Reactants: IC1=CC=CC=C1 (iodobenzene), C(=O)([O-])[O-].[Na+].[Na+] (Na2CO3), BrC1=C(SC(=C1)Br)OCC (3,5-dibromo-2-ethoxythiophene), B(OCCCC)(OCCCC)OCCCC (tri-n-butyl borate), solution. The reagents and catalysts are C=1C=CC(=CC1)[P](C=2C=CC=CC2)(C=3C=CC=CC3)[Pd]([P](C=4C=CC=CC4)(C=5C=CC=CC5)C=6C=CC=CC6)([P](C=7C=CC=CC7)(C=8C=CC=CC8)C=9C=CC=CC9)[P](C=1C=CC=CC1)(C=1C=CC=CC1)C=1C=CC=CC1 (Pd(PPh3)4). The solvent is O (water), C1CCOC1 (THF), CCCCCC (hexane). Conditions: temperature -78 celsius, time 1 hour. The product is BrC1=C(SC(=C1)C1=CC=CC=C1)OCC (3-bromo-2-ethoxy-5-phenylthiophene). As a reaction SMILES: [Br:1][C:2]1[CH:6]=[C:5](Br)[S:4][C:3]=1[O:8][CH2:9][CH3:10].B(OCCCC)(OCCCC)OCCCC.I[C:28]1[CH:33]=[CH:32][CH:31]=[CH:30][CH:29]=1.C([O-])([O-])=O.[Na+].[Na+]>C1C=CC([P]([Pd]([P](C2C=CC=CC=2)(C2C=CC=CC=2)C2C=CC=CC=2)([P](C2C=CC=CC=2)(C2C=CC=CC=2)C2C=CC=CC=2)[P](C2C=CC=CC=2)(C2C=CC=CC=2)C2C=CC=CC=2)(C2C=CC=CC=2)C2C=CC=CC=2)=CC=1.O.CCCCCC.C1COCC1>[Br:1][C:2]1[CH:6]=[C:5]([C:28]2[CH:33]=[CH:32][CH:31]=[CH:30][CH:29]=2)[S:4][C:3]=1[O:8][CH2:9][CH3:10] |f:3.4.5,^1:43,45,64,83|. Reported procedure: 150 ml of anhydrous THF and 6.5 g (23 mmol) of 3,5-dibromo-2-ethoxythiophene was added into a flask under argon atmosphere. Then, 15 ml (25 mmol) of a solution containing 15% n-butylithium hexane was slowly dripped into it at −78° C. After being stirred for 1 hour at −78° C., 9.1 ml (34 mmol) of tri-n-butyl borate was slowly dripped into it and was stirred for 1.5 hours. After being returned to a room temperature and quenched with water, 4.6 g (23 mmol) of iodobenzene, 1.1 g (0.95 mmol) of Pd(PP... Starting materials: O.[OH-].[Li+] (lithium hydroxide monohydrate), C(#N)C=1C(=NC(=C(C(=O)OCC)C1)O)SC (ethyl 5-cyano-2-hydroxy-6-(methylthio)nicotinate). Run in C(C)O (ethanol), O (water). Conditions: temperature 60 celsius, time 2 hour. Yields the product C(#N)C=1C(=NC(=C(C(=O)O)C1)O)SC (5-cyano-2-hydroxy-6-(methylthio)nicotinic acid). Isolated yield 95.1%. RXN SMILES: O.[OH-].[Li+].[C:4]([C:6]1[C:7]([S:18][CH3:19])=[N:8][C:9]([OH:17])=[C:10]([CH:16]=1)[C:11]([O:13]CC)=[O:12])#[N:5]>C(O)C.O>[C:4]([C:6]1[C:7]([S:18][CH3:19])=[N:8][C:9]([OH:17])=[C:10]([CH:16]=1)[C:11]([OH:13])=[O:12])#[N:5] |f:0.1.2|. Procedure: 4.16 g (2 eq) of lithium hydroxide monohydrate is added at room temperature to a solution of 11.8 g (49.5 mmol) of ethyl 5-cyano-2-hydroxy-6-(methylthio)nicotinate in 100 ml of ethanol and 100 ml of water. The reaction mixture is stirred at 60° C. for 2 hours. The ethanol is evaporated and 1 N aqueous soda is added. The aqueous phase is washed with ethyl acetate and then re-acidified by adding 1 N aqueous hydrogen chloride (pH=1). The precipitate formed is filtered, rinsed with water and with di... The reactants are NC=1C=2N(C=CC1)N=C(N2)SCC2=CC=CC=C2 (8-Amino-2-benzylthio[1,2,4]triazolo[1,5-a]pyridine), C(Cl)(Cl)(Cl)Cl (carbon tetrachloride), ClN1C(CCC1=O)=O (N-chlorosuccinimide), ClN1C(CCC1=O)=O (N-chlorosuccinimide). Reaction conditions: time 1 hour. The product is NC=1C=2N(C(=CC1Cl)Cl)N=C(N2)SCC2=CC=CC=C2 (8-Amino-2-benzylthio-5,7-dichloro[1,2,4]triazolo[1,5-a]pyridine). As a reaction SMILES: [NH2:1][C:2]1[C:3]2[N:4]([N:8]=[C:9]([S:11][CH2:12][C:13]3[CH:18]=[CH:17][CH:16]=[CH:15][CH:14]=3)[N:10]=2)C=[CH:6][CH:7]=1.[Cl:19]N1C(=O)CCC1=O.[C:27]([Cl:31])(Cl)(Cl)Cl>>[NH2:1][C:2]1[C:3]2[N:4]([N:8]=[C:9]([S:11][CH2:12][C:13]3[CH:18]=[CH:17][CH:16]=[CH:15][CH:14]=3)[N:10]=2)[C:27]([Cl:31])=[CH:6][C:7]=1[Cl:19]. Procedure: 8-Amino-2-benzylthio[1,2,4]triazolo[1,5-a]pyridine (20.0 g, 0.078 mol), N-chlorosuccinimide (10.4 g 0.078 mol) and carbon tetrachloride were combined and heated to reflux with stirring for 1 hour. The reaction mixture was cooled, another 10.4 g of N-chlorosuccinimide was added, and the reaction heated to reflux with stirring for another hour. The reaction mixture was then cooled and filtered. The filtrate was concentrated by evaporation under reduced pressure and the residue obtained was purifie...